Dataset: the Open Reaction Database (ORD), a public repository of structured organic reaction records. Task: describe an organic reaction: reactants, conditions, products, and yield Yield: 3.8%. Product: C(#N)C1=NC(=C(C2=CC=C(C=C12)OC1=CC=CC=C1)O)C(=O)NC(CC(=O)O)C (3-[(1-Cyano-4-hydroxy-7-phenoxy-isoquinoline-3-carbonyl)-amino]butyric acid). Starting materials: COC(=O)C=1N=C(C2=CC(=CC=C2C1O)OC1=CC=CC=C1)C#N (1-cyano-4-hydroxy-7-phenoxy-isoquinoline-3-carboxylic acid methyl ester), NC(CC(=O)O)C (3-amino-butyric acid), C[O-].[Na+].CO (NaOMe MeOH). As a reaction SMILES: CO[C:3]([C:5]1[N:6]=[C:7]([C:23]#[N:24])[C:8]2[C:13]([C:14]=1[OH:15])=[CH:12][CH:11]=[C:10]([O:16][C:17]1[CH:22]=[CH:21][CH:20]=[CH:19][CH:18]=1)[CH:9]=2)=[O:4].[NH2:25][CH:26]([CH3:31])[CH2:27][C:28]([OH:30])=[O:29].C[O-].[Na+].CO>>[C:23]([C:7]1[C:8]2[C:13](=[CH:12][CH:11]=[C:10]([O:16][C:17]3[CH:22]=[CH:21][CH:20]=[CH:19][CH:18]=3)[CH:9]=2)[C:14]([OH:15])=[C:5]([C:3]([NH:25][CH:26]([CH3:31])[CH2:27][C:28]([OH:30])=[O:29])=[O:4])[N:6]=1)#[N:24] |f:2.3.4|. Procedure details: A mixture of 1-cyano-4-hydroxy-7-phenoxy-isoquinoline-3-carboxylic acid methyl ester (110 mg, 0.34 mmol) and 3-amino-butyric acid (354 mg, 3.4 mmol) (Sigma-Aldrich Corp., St. Louis Mo.) in 0.5 M NaOMe/MeOH solution (5.4 mL<2.72 mmol) was refluxed overnight and then microwaved at 120° C. for 2 h. Reaction mixture was concentrated and residue was dissolved in water (60 mL). It was acidified by 1 N HCl to pH=3-4. Precipitate was collected, rinsed with water and dried. The crude product was purified... The reactants are CCOC(=O)c1nc(-c2cn(S(=O)(=O)c3ccccc3)c3ncc(C=C(C)C)cc23)cs1, CO, ClCCl, [OH-], [OH-], [Pd+2]. Yields the product CCOC(=O)c1nc(-c2cn(S(=O)(=O)c3ccccc3)c3ncc(CC(C)C)cc23)cs1. Reaction SMILES: [CH2:1]([CH3:2])[O:3][C:4](=[O:5])[c:6]1[s:7][cH:8][c:9](-[c:11]2[cH:12][n:13]([S:24](=[O:25])(=[O:26])[c:27]3[cH:28][cH:29][cH:30][cH:31][cH:32]3)[c:14]3[n:15][cH:16][c:17]([CH:20]=[C:21]([CH3:22])[CH3:23])[cH:18][c:19]23)[n:10]1.[CH3:36][OH:37].[Cl:33][CH2:34][Cl:35].[OH-:38].[OH-:39].[Pd+2:40]>>[CH2:1]([CH3:2])[O:3][C:4](=[O:5])[c:6]1[s:7][cH:8][c:9](-[c:11]2[cH:12][n:13]([S:24](=[O:25])(=[O:26])[c:27]3[cH:28][cH:29][cH:30][cH:31][cH:32]3)[c:14]3[n:15][cH:16][c:17]([CH2:20][CH:21]([CH3:22])[CH3:23])[cH:18][c:19]23)[n:10]1. The reactants are CC1=CC=CC2=C1SC=C2 (7-methylbenzo[b]thiophene), perchloryl fluoride, O (water), solution, C(CCC)[Li] (n-butyllithium). Run in CCCCCC (hexane). The product is FC1=CC2=C(S1)C(=CC=C2)C (2-Fluoro-7-methylbenzo[b]thiophene). Reaction SMILES: [CH3:1][C:2]1[C:7]2[S:8][CH:9]=[CH:10][C:6]=2[CH:5]=[CH:4][CH:3]=1.C([Li])CCC.Cl([F:20])(=O)(=O)=O.O>CCCCCC>[F:20][C:9]1[S:8][C:7]2[C:2]([CH3:1])=[CH:3][CH:4]=[CH:5][C:6]=2[CH:10]=1. Procedure: To a solution of 7 g of 7-methylbenzo[b]thiophene in abs. tetryhydrofuran are added dropwise at -78°, 30 ml of a 1.6M solution of n-butyllithium in hexane. After 20 minutes 5.5 g of perchloryl fluoride are introduced whereby the reaction temperature is maintained below -60°. After 30 minutes at -78° the temperature is slowly raised to 0°. The mixture is then mixed with water and the organic phase separated, washed, dried and concentrated under vacuum. The residue is chromatographed (eluant: n-he... Starting materials: FC(C1=CC=C(C=C1)[C@H]1NCCC2=CC=CC=C12)(F)F ((R)-1-(4-(trifluoromethyl)phenyl)-1,2,3,4-tetrahydroisoquinoline), FC1(CCC(CC1)NC(OC1=CC=C(C=C1)[N+](=O)[O-])=O)F (4-nitrophenyl 4,4-difluoro-cyclohexylcarbamate), CO (MeOH). The solvent is CC#N (MeCN). Product: FC1(CCC(CC1)NC(=O)N1[C@@H](C2=CC=CC=C2CC1)C1=CC=C(C=C1)C(F)(F)F)F ((R)—N-(4,4-Difluorocyclohexyl)-1-(4-(trifluoromethyl)phenyl)-3,4-dihydroisoquinoline-2(1H)-carboxamide). As a reaction SMILES: [F:1][C:2]([F:20])([F:19])[C:3]1[CH:8]=[CH:7][C:6]([C@@H:9]2[C:18]3[C:13](=[CH:14][CH:15]=[CH:16][CH:17]=3)[CH2:12][CH2:11][NH:10]2)=[CH:5][CH:4]=1.[F:21][C:22]1([F:41])[CH2:27][CH2:26][CH:25]([NH:28][C:29](=O)[O:30]C2C=CC([N+]([O-])=O)=CC=2)[CH2:24][CH2:23]1.CO>CC#N>[F:21][C:22]1([F:41])[CH2:23][CH2:24][CH:25]([NH:28][C:29]([N:10]2[CH2:11][CH2:12][C:13]3[C:18](=[CH:17][CH:16]=[CH:15][CH:14]=3)[C@H:9]2[C:6]2[CH:5]=[CH:4][C:3]([C:2]([F:1])([F:19])[F:20])=[CH:8][CH:7]=2)=[O:30])[CH2:26][CH2:27]1. Procedure details: To a solution of (R)-1-(4-(trifluoromethyl)phenyl)-1,2,3,4-tetrahydroisoquinoline (80 mg, 0.29 mmol) in MeCN (2 mL) was added 4-nitrophenyl 4,4-difluoro-cyclohexylcarbamate (217 mg, 0.72 mmol). The resulting mixture was then subjected to microwave irradiation at 120° C. for 15 min. Then, MeOH (0.5 mL) was added and the mixture was filtered. The filtrate was purified by preparative HPLC (0%-100% MeCN 0.1% TFA/H2O 0.1% TFA) to give the title compound, which was dissolved in MeOH (1 mL). The soluti... The reactants are C(C)(C)N(C(C)C)CC (N,N-diisopropylethylamine), CS(=O)C (dimethyl sulfoxide), CC=1C=C(C=C(OCCCO)C1)OS(=O)(=O)C1=C(C=CC=C1)OC(F)(F)F (3-[5-methyl-3-(2-trifluoromethoxyphenylsulfonyloxy)phenoxy]propanol). Run in ClCCl (dichloromethane). Reaction conditions: time 1 hour. Product: CC=1C=C(C=C(OCCC=O)C1)OS(=O)(=O)C1=C(C=CC=C1)OC(F)(F)F (3-[5-Methyl-3-(2-trifluoromethoxyphenylsulfonyloxy)phenoxy]propionaldehyde). Yield: 79.1%. As a reaction SMILES: [CH3:1][C:2]1[CH:3]=[C:4]([O:13][S:14]([C:17]2[CH:22]=[CH:21][CH:20]=[CH:19][C:18]=2[O:23][C:24]([F:27])([F:26])[F:25])(=[O:16])=[O:15])[CH:5]=[C:6]([CH:12]=1)[O:7][CH2:8][CH2:9][CH2:10][OH:11].C(N(CC)C(C)C)(C)C.CS(C)=O>ClCCl>[CH3:1][C:2]1[CH:3]=[C:4]([O:13][S:14]([C:17]2[CH:22]=[CH:21][CH:20]=[CH:19][C:18]=2[O:23][C:24]([F:26])([F:27])[F:25])(=[O:15])=[O:16])[CH:5]=[C:6]([CH:12]=1)[O:7][CH2:8][CH2:9][CH:10]=[O:11]. Procedure details: Sulfur trioxide pyridine complex (720 mg, 4.5 mmol) was added to a solution of 3-[5-methyl-3-(2-trifluoromethoxyphenylsulfonyloxy)phenoxy]propanol (610 mg, 1.5 mmol), as prepared in the preceding step, N,N-diisopropylethylamine (0.6 mL, 4.7 mmol) and anhydrous dimethyl sulfoxide (0.3 mL, 4.2 mmol) in anhydrous dichloromethane (15 mL). The reaction mixture was stirred at ambient temperature for 1 hour and then quenched with 10% aqueous citric acid (50 mL). The mixture was extracted into dichlorom... Starting materials: N#Cc1snc(Cl)c1Cl, O=S(=O)(O)O, c1cnsc1. Yields the product NC(=O)c1snc(Cl)c1Cl. As a reaction SMILES: [C:1](#[N:2])[c:3]1[c:4]([Cl:9])[c:5]([Cl:8])[n:6][s:7]1.[S:15]([OH:16])(=[O:17])(=[O:18])[OH:19].[cH:10]1[cH:11][s:12][n:13][cH:14]1>>[C:1]([NH2:2])([c:3]1[c:4]([Cl:9])[c:5]([Cl:8])[n:6][s:7]1)=[O:16].